From a dataset of the Open Reaction Database (ORD), a public repository of structured organic reaction records. describe an organic reaction: reactants, conditions, products, and yield Reactants: [Cl-].FC1=C(C[Zn+])C=CC=C1 (2-fluorobenzylzinc chloride), C1(CCCCC1)C(=O)Cl (cyclohexanecarbonyl chloride). Reagents/catalysts: Cl[Pd]([P](C1=CC=CC=C1)(C2=CC=CC=C2)C3=CC=CC=C3)([P](C4=CC=CC=C4)(C5=CC=CC=C5)C6=CC=CC=C6)Cl (dichlorobis(triphenylphosphine)palladium(II)). Reaction conditions: temperature 0 celsius. The product is FC1=C(CC(=O)C2CCCCC2)C=CC=C1 (Cyclohexyl 2-fluorobenzyl ketone). RXN SMILES: [Cl-].[F:2][C:3]1[CH:10]=[CH:9][CH:8]=[CH:7][C:4]=1[CH2:5][Zn+].[CH:11]1([C:17](Cl)=[O:18])[CH2:16][CH2:15][CH2:14][CH2:13][CH2:12]1>Cl[Pd](Cl)([P](C1C=CC=CC=1)(C1C=CC=CC=1)C1C=CC=CC=1)[P](C1C=CC=CC=1)(C1C=CC=CC=1)C1C=CC=CC=1>[F:2][C:3]1[CH:10]=[CH:9][CH:8]=[CH:7][C:4]=1[CH2:5][C:17]([CH:11]1[CH2:16][CH2:15][CH2:14][CH2:13][CH2:12]1)=[O:18] |f:0.1,^1:22,41|. Reported procedure: To a mixture of 36 ml of 2-fluorobenzylzinc chloride (0.5 M sol. in tetrahydrofuran) and 0.008 g of dichlorobis(triphenylphosphine)palladium(II) stirred at 0° C. was added dropwise via a syringe 2.14 ml of cyclohexanecarbonyl chloride. Afterwards, the reaction mixture was stirred at r.t. for 4 h, quenched with an aqueous saturated solution of ammonium chloride (25 ml), extracted with 20 ml of EtOAc, which was dried (Na2SO4) and evaporated to dryness in vacuo affording 3.52 g of the title compoun... The reactants are FC=1C=CC(=C(C1)N=C=S)C (5-Fluoro-2-methylphenyl isothiocyanate), C(C)N (ethylamine). Reaction conditions: time 2 hour. The product is FC=1C=CC(=C(C1)NC(=S)NCC)C (N-(5-fluoro-2-methylphenyl)-N′-ethylthiourea). As a reaction SMILES: [F:1][C:2]1[CH:3]=[CH:4][C:5]([CH3:11])=[C:6]([N:8]=[C:9]=[S:10])[CH:7]=1.[CH2:12]([NH2:14])[CH3:13]>>[F:1][C:2]1[CH:3]=[CH:4][C:5]([CH3:11])=[C:6]([NH:8][C:9]([NH:14][CH2:12][CH3:13])=[S:10])[CH:7]=1. Reported procedure: 5-Fluoro-2-methylphenyl isothiocyanate (16.7 g; 0.1 mol) was added dropwise to aqueous ethylamine (120 mL of 70% solution). The mixture was stirred for 2 hour at ambient temperature. Excess ethylamine was removed under a stream of nitrogen. The residue was diluted with water. The solids were collected by filtration, washed with water and dried. The solid was dissolved in ether and washed with water. The organic phase was dried over anhydrous magnesium sulfate then evaporated to dryness to give N... The reactants are C1(O)=CC(O)=CC=C1 (resorcinol), C=O (formaldehyde), solids, litharge, [OH-].[Na+] (sodium hydroxide), C1CCN(CC1)C(=S)SSSSC(=S)N2CCCCC2 (dipentamethylenethiuram tetrasulfide), solids, sulfide, chlorosulfonated polyethylene, C (carbon black), Nylon 66, COC1(CCOCC1)C2=CC(=CC(=C2)F)OCC3=CC4=C(C=C3)NC(=O)C=C4 (D-2138), [O-2].[Mg+2] (magnesium oxide), [OH-].[NH4+] (ammonium hydroxide). The reagents and catalysts are C(CCC)N(C([S-])=S)CCCC.[Ni+2].C(CCC)N(C([S-])=S)CCCC (nickel dibutyldithiocarbamate). The solvent is O (water). Reaction conditions: time 30 minute. The product is C1(O)=C(C(O)=CC=C1)C=O (Resorcinol formaldehyde). As a reaction SMILES: [C:1]1([CH:8]=[CH:7][CH:6]=[C:4]([OH:5])[CH:3]=1)[OH:2].C=O.[OH-].[Na+].[OH-].[NH4+].[O-2].[Mg+2].C.C1CCN(C(SSSSC(N2CCCCC2)=S)=S)CC1.[CH3:38][O:39]C1(C2C=C(F)C=C(OCC3C=CC4NC(C=CC=4C=3)=O)C=2)CCOCC1>C(N(CCCC)C(=S)[S-])CCC.[Ni+2].C(N(CCCC)C(=S)[S-])CCC.O>[C:1]1([CH:8]=[CH:7][CH:6]=[C:4]([OH:5])[C:3]=1[CH:38]=[O:39])[OH:2] |f:2.3,4.5,6.7,11.12.13|. Procedure details: Resorcinol formaldehyde adhesive latexes (RFL) were prepared from the latex by mixing 40 parts of a 4.72% aqueous resorcinol solution, 2.77 parts of a 37% aqueous formaldehyde solution, and 36.5 parts of the 47% solids copolymer latex and 20 parts of 15% aqueous sodium hydroxide (catalyst); adjusted to 20.6% solids with water and brought to a pH of 9.9 by addition of a 28% aqueous ammonium hydroxide solution. Nylon 66 fabric was treated with the RFL and heat activated. The treated fabric was the... Reactants: C(C)(=O)OCC (ethyl acetate), N1=CC(=CC=C1)CCCO (3-(3-pyridyl)propanol), CS(=O)C (dimethyl sulfoxide). The solvent is C(C)N(CC)CC (triethylamine). Run at temperature 0 celsius, time 2 hour. Product: N1=CC(=CC=C1)CCC=O (3-(3-Pyridinyl)propanal). The yield is 67.7%. RXN SMILES: C(OCC)(=O)C.[N:7]1[CH:12]=[CH:11][CH:10]=[C:9]([CH2:13][CH2:14][CH2:15][OH:16])[CH:8]=1.CS(C)=O>C(N(CC)CC)C>[N:7]1[CH:12]=[CH:11][CH:10]=[C:9]([CH2:13][CH2:14][CH:15]=[O:16])[CH:8]=1. Procedure details: To an ethyl acetate (30 mL) solution of 3-(3-pyridyl)propanol (1.5 g), dimethyl sulfoxide (15 mL) and triethylamine (9 mL) were added. Additionally, a pyridine sulfur trioxide complex (5.2 g) was added with stirring at 0° C. for 2 hours as it was. The reaction mixture was concentrated under reduced pressure, and purified by silica gel column chromatography (hexane:ethyl acetate=30:70→0:100) to obtain a titled compound (1:1 g) having the following physical property values.